This data is from the Open Reaction Database (ORD), a public repository of structured organic reaction records. The task is: describe an organic reaction: reactants, conditions, products, and yield Starting materials: C(C)(C)OC1=CC(=NN1)N (5-isopropoxy-1H-pyrazol-3-amine), NC1=NNC(=C1)O (3-amino-5-hydroxypyrazole). Product: C(C)OC1=CC(=NN1)N (5-Ethoxy-1H-pyrazol-3-amine). RXN SMILES: [CH:1]([O:4][C:5]1[NH:9][N:8]=[C:7]([NH2:10])[CH:6]=1)(C)[CH3:2].NC1C=C(O)NN=1>>[CH2:1]([O:4][C:5]1[NH:9][N:8]=[C:7]([NH2:10])[CH:6]=1)[CH3:2]. Reported procedure: The title compound was prepared using a procedure similar to the one described for the synthesis of Intermediate 6, using 3-amino-5-hydroxypyrazole as the starting material. (400 MHz, CD3OD) □ ppm 4.85 (br s, 3H), 4.02 (m, 2H), 1.30 (t, J=8 Hz, 3H) Starting materials: ClC=1C=C(C=NC1)C=1C=NC(=C(C1)C(=O)OC)Cl (Methyl 5′,6-dichloro-3,3′-bipyridine-5-carboxylate), C(CCC)[Sn](C1=NC=CC=C1)(CCCC)CCCC (2-tri-n-butylstannylpyridine), [F-].[Cs+] (cesium fluoride). The reagents and catalysts are [Cu]I (copper (I) iodide), C=1C=CC(=CC1)[P](C=2C=CC=CC2)(C=3C=CC=CC3)[Pd]([P](C=4C=CC=CC4)(C=5C=CC=CC5)C=6C=CC=CC6)([P](C=7C=CC=CC7)(C=8C=CC=CC8)C=9C=CC=CC9)[P](C=1C=CC=CC1)(C=1C=CC=CC1)C=1C=CC=CC1 (tetrakis(triphenylphosphine)palladium(0)). Run in C(C)(=O)OCC (ethyl acetate), CN(C=O)C (dimethylformamide). Reaction conditions: temperature 80 celsius. The product is ClC=1C=C(C=NC1)C=1C=C(C(=NC1)C1=NC=CC=C1)C(=O)OC (Methyl 5″-chloro-2,2′:5′,3″-terpyridine-3′-carboxylate). RXN SMILES: [Cl:1][C:2]1[CH:3]=[C:4]([C:8]2[CH:9]=[N:10][C:11](Cl)=[C:12]([C:14]([O:16][CH3:17])=[O:15])[CH:13]=2)[CH:5]=[N:6][CH:7]=1.C([Sn](CCCC)(CCCC)[C:24]1[CH:29]=[CH:28][CH:27]=[CH:26][N:25]=1)CCC.[F-].[Cs+]>CN(C)C=O.C(OCC)(=O)C.[Cu]I.C1C=CC([P]([Pd]([P](C2C=CC=CC=2)(C2C=CC=CC=2)C2C=CC=CC=2)([P](C2C=CC=CC=2)(C2C=CC=CC=2)C2C=CC=CC=2)[P](C2C=CC=CC=2)(C2C=CC=CC=2)C2C=CC=CC=2)(C2C=CC=CC=2)C2C=CC=CC=2)=CC=1>[Cl:1][C:2]1[CH:3]=[C:4]([C:8]2[CH:13]=[C:12]([C:14]([O:16][CH3:17])=[O:15])[C:11]([C:24]3[CH:29]=[CH:28][CH:27]=[CH:26][N:25]=3)=[N:10][CH:9]=2)[CH:5]=[N:6][CH:7]=1 |f:2.3,^1:56,58,77,96|. Reported procedure: To a solution of methyl 5′,6-dichloro-3,3′-bipyridine-5-carboxylate (12-2, 7.6 g, 26.8 mmol, 1.0 equiv) in dimethylformamide (107 mL) was added 2-tri-n-butylstannylpyridine (13.8 g, 37.6 mmol, 1.4 equiv), cesium fluoride (12.2 g, 81.0 mmol, 3.0 equiv), copper (I) iodide (1.0 g, 5.4 mmol, 0.2 equiv), and tetrakis(triphenylphosphine)palladium(0) (3.1 g, 2.7 mmol, 0.1 equiv) and the system was heated to 80° C. for 2 h. The reaction mixture was cooled and diluted with ethyl acetate (300 mL) and the ... The reactants are COC(=O)C=1C(N(C(NC1C)=O)C)C1=CC(=C(C=C1)F)F ((−)-4-(3,4-Difluorophenyl)-3,6-dimethyl-2-oxo-1,2,3,4-tetrahydro-pyrimidine-5-carboxylic acid methyl ester), [OH-].[Na+] (sodium hydroxide). Solvent: CO (methanol). Run at temperature 500 celsius. The product is FC=1C=C(C=CC1F)C1N(C(NC(=C1C(=O)O)C)=O)C ((−)-4-(3,4-Difluorophenyl)-3,6-dimethyl-2-oxo-1,2,3,4-tetrahydro-pyrimidine-5-carboxylic Acid). As a reaction SMILES: C[O:2][C:3]([C:5]1[CH:6]([C:14]2[CH:19]=[CH:18][C:17]([F:20])=[C:16]([F:21])[CH:15]=2)[N:7]([CH3:13])[C:8](=[O:12])[NH:9][C:10]=1[CH3:11])=[O:4].[OH-].[Na+]>CO>[F:21][C:16]1[CH:15]=[C:14]([CH:6]2[C:5]([C:3]([OH:4])=[O:2])=[C:10]([CH3:11])[NH:9][C:8](=[O:12])[N:7]2[CH3:13])[CH:19]=[CH:18][C:17]=1[F:20] |f:1.2|. Reported procedure: (−)-4-(3,4-Difluorophenyl)-3,6-dimethyl-2-oxo-1,2,3,4-tetrahydro-pyrimidine-5-carboxylic acid methyl ester (650 mg, 2.19 mmol) was dissolved in methanol (10 ml), treated with 2.5N sodium hydroxide (10 ml), and warmed to 500° C. for 8hr. The solvent was removed in vacuo, the remaining aqueous phase treated with 10% KHSO4 (aq), and extracted with ethyl acetate (3X). The extracts were combined, washed with brine, dried over magnesium sulfate, filtered and concentrated to dryness in vacuo to give a ... Reactants: NC1=NC(N(C=C1F)C1CC(CC1)O)=O (4-Amino-5-fluoro-1-(3-hydroxy-cyclopentyl)-1H-pyrimidin-2-one), [N+](=O)([O-])C1=CC=C(C(=O)O)C=C1 (4-nitrobenzoic acid). Product: NC1=NC(N(C=C1F)C1CC(CC1)OC(C1=CC=C(C=C1)[N+](=O)[O-])=O)=O (4-nitro-benzoic acid 3-(4-amino-5-fluoro-2-oxo-2H-pyrimidin-1-yl)-cyclopentyl ester). RXN SMILES: [NH2:1][C:2]1[C:7]([F:8])=[CH:6][N:5]([CH:9]2[CH2:13][CH2:12][CH:11]([OH:14])[CH2:10]2)[C:4](=[O:15])[N:3]=1.[N+:16]([C:19]1[CH:27]=[CH:26][C:22]([C:23](O)=[O:24])=[CH:21][CH:20]=1)([O-:18])=[O:17]>>[NH2:1][C:2]1[C:7]([F:8])=[CH:6][N:5]([CH:9]2[CH2:13][CH2:12][CH:11]([O:14][C:23](=[O:24])[C:22]3[CH:21]=[CH:20][C:19]([N+:16]([O-:18])=[O:17])=[CH:27][CH:26]=3)[CH2:10]2)[C:4](=[O:15])[N:3]=1. Procedure details: 4-Amino-5-fluoro-1-(3-hydroxy-cyclopentyl)-1H-pyrimidin-2-one was inverted via the Mitsunobu reaction (General Method A) with 4-nitrobenzoic acid to provide 4-nitro-benzoic acid 3-(4-amino-5-fluoro-2-oxo-2H-pyrimidin-1-yl)-cyclopentyl ester 28. Reactants: CN1C=NC(=C1[N+](=O)[O-])[N+](=O)[O-] (1-methyl-4,5-dinitroimidazole), C1(=CC=CC=C1)O (phenol), [OH-].[Na+] (NaOH). Solvent: O (water), O (water). Reaction conditions: temperature 50 celsius, time 1 hour. Yields the product CN1C=NC(=C1OC1=CC=CC=C1)[N+](=O)[O-] (1-methyl-4-nitro-5-phenoxyimidazole). Yield: 95.8%. As a reaction SMILES: [CH3:1][N:2]1[C:6]([N+]([O-])=O)=[C:5]([N+:10]([O-:12])=[O:11])[N:4]=[CH:3]1.[C:13]1([OH:19])[CH:18]=[CH:17][CH:16]=[CH:15][CH:14]=1.[OH-].[Na+]>O>[CH3:1][N:2]1[C:6]([O:19][C:13]2[CH:18]=[CH:17][CH:16]=[CH:15][CH:14]=2)=[C:5]([N+:10]([O-:12])=[O:11])[N:4]=[CH:3]1 |f:2.3|. Procedure details: A mixture of 17.2 g (0.1 mole) of 1-methyl-4,5-dinitroimidazole, 11.2 g (0.12 mole) of phenol and 4.4 g (0.11 mole) of NaOH in 200 ml of water was stirred for 1 hour at 50° C. Thereafter, the solution was diluted with a further 300 ml of water and was cooled. The precipitated crystals were filtered off under suction and recrystallized from water. 21.0 g (96%) of 1-methyl-4-nitro-5-phenoxyimidazole of melting point 116°-118° C. were obtained. The reactants are CCOC(=O)N1c2ccccc2C=CC1OCC, CCC=C(C)C(=O)O, CCOC(C)=O, [Cl-], [Li+], O=C1NC(c2ccccc2)CO1. Yields the product CCC=C(C)C(=O)N1C(=O)OCC1c1ccccc1. RXN SMILES: [CH2:21]([O:22][CH:23]1[CH:24]=[CH:25][c:26]2[c:27]([cH:28][cH:29][cH:30][cH:31]2)[N:32]1[C:33]([O:34][CH2:35][CH3:36])=[O:37])[CH3:38].[CH3:1][C:2]([C:3](=[O:4])[OH:5])=[CH:6][CH2:7][CH3:8].[CH3:41][CH2:42][O:43][C:44](=[O:45])[CH3:46].[Cl-:40].[Li+:39].[c:9]1([CH:15]2[NH:16][C:17](=[O:20])[O:18][CH2:19]2)[cH:10][cH:11][cH:12][cH:13][cH:14]1>>[CH3:1][C:2]([C:3](=[O:5])[N:16]1[CH:15]([c:9]2[cH:10][cH:11][cH:12][cH:13][cH:14]2)[CH2:19][O:18][C:17]1=[O:20])=[CH:6][CH2:7][CH3:8].